Task: describe an organic reaction: reactants, conditions, products, and yield. Dataset: the Open Reaction Database (ORD), a public repository of structured organic reaction records Reactants: CC1(N(C(N(C1=N)C1=CC(=C(C#N)C=C1)C(F)(F)F)=S)CCCCO)C (4-(4,4-dimethyl 3-(4-hydroxybutyl)-5-imino 2-thioxo 1-imidazolidinyl) 2-(trifluoromethyl) benzonitrile), C(Cl)Cl (methylene chloride), C(C)(=O)OCC (ethyl acetate). Yields the product CC1(N(C(N(C1=O)C1=CC(=C(C#N)C=C1)C(F)(F)F)=S)CCCCO)C (4-(4,4-dimethyl 3-(4-hydroxybutyl)-5-oxo 2-thioxo-1-imidazolidinyl) 2-(trifluoromethyl) benzonitile). As a reaction SMILES: [CH3:1][C:2]1([CH3:26])[C:6](=N)[N:5]([C:8]2[CH:15]=[CH:14][C:11]([C:12]#[N:13])=[C:10]([C:16]([F:19])([F:18])[F:17])[CH:9]=2)[C:4](=[S:20])[N:3]1[CH2:21][CH2:22][CH2:23][CH2:24][OH:25].C(Cl)Cl.C(OCC)(=[O:32])C>>[CH3:1][C:2]1([CH3:26])[C:6](=[O:32])[N:5]([C:8]2[CH:15]=[CH:14][C:11]([C:12]#[N:13])=[C:10]([C:16]([F:18])([F:19])[F:17])[CH:9]=2)[C:4](=[S:20])[N:3]1[CH2:21][CH2:22][CH2:23][CH2:24][OH:25]. Reported procedure: Using the procedure of Example 71, 300 mg of the product of Example 76 were reacted to obtain 236 mg of the expected product melting at 78°-79° C. with a Rf=0.31 (eluant: methylene chloride--acetone (75-25)). The reactants are O (water), BrC1=C(C=C(C(=O)OC)C=C1)O (Methyl 4-bromo-3-hydroxybenzoate), C([O-])([O-])=O.[K+].[K+] (potassium carbonate), S(=O)(=O)(OC)OC (dimethyl sulfate). The solvent is CC(=O)C (acetone). The product is BrC1=C(C=C(C(=O)OC)C=C1)OC (Methyl 4-bromo-3-methoxybenzoate). Isolated yield 98.2%. As a reaction SMILES: [Br:1][C:2]1[CH:11]=[CH:10][C:5]([C:6]([O:8][CH3:9])=[O:7])=[CH:4][C:3]=1[OH:12].[C:13](=O)([O-])[O-].[K+].[K+].S(OC)(OC)(=O)=O.O>CC(C)=O>[Br:1][C:2]1[CH:11]=[CH:10][C:5]([C:6]([O:8][CH3:9])=[O:7])=[CH:4][C:3]=1[O:12][CH3:13] |f:1.2.3|. Procedure details: A solution of methyl 4-bromo-3-hydroxybenzoate of Step A (27 mmol), potassium carbonate (33 mmol), and dimethyl sulfate (32 mmol) in acetone (40 mL) was stirred at reflux temperature under nitrogen atmosphere for three hours. The mixture was cooled and 5 mL of water was added. The acetone was evaporated and 30 mL of water was added. The product was extracted into dichloromethane. The organic solution was dried over anhydrous magnesium sulfate, filtered and evaporated to give the title compound (... The reactants are OC=1C=C(C=CC1)C1=CC(=C(C=C1)C(=O)OC)C (methyl 3′-hydroxy-3-methylbiphenyl-4-carboxylate), C(C1=CC=CC=C1)(=O)OCC=1C=C(CBr)C=CC1COC(C1=CC=CC=C1)=O (3,4-bis(benzoyloxymethyl)benzyl bromide), C([O-])([O-])=O.[K+].[K+] (potassium carbonate). The product is C1(=CC=CC=C1)C(=O)OCC=1C=C(COC=2C=C(C=CC2)C2=CC(=C(C=C2)C(=O)OC)C)C=CC1COC(=O)C1=CC=CC=C1 (Methyl 3′-[3,4-bis-(1-phenylmethanoyloxymethyl)benzyloxy]-3-methylbiphenyl-4-carboxylate). Reaction SMILES: [OH:1][C:2]1[CH:3]=[C:4]([C:8]2[CH:13]=[CH:12][C:11]([C:14]([O:16][CH3:17])=[O:15])=[C:10]([CH3:18])[CH:9]=2)[CH:5]=[CH:6][CH:7]=1.[C:19]([O:27][CH2:28][C:29]1[CH:30]=[C:31]([CH:34]=[CH:35][C:36]=1[CH2:37][O:38][C:39](=[O:46])[C:40]1[CH:45]=[CH:44][CH:43]=[CH:42][CH:41]=1)[CH2:32]Br)(=[O:26])[C:20]1[CH:25]=[CH:24][CH:23]=[CH:22][CH:21]=1.C(=O)([O-])[O-].[K+].[K+]>>[C:20]1([C:19]([O:27][CH2:28][C:29]2[CH:30]=[C:31]([CH:34]=[CH:35][C:36]=2[CH2:37][O:38][C:39]([C:40]2[CH:45]=[CH:44][CH:43]=[CH:42][CH:41]=2)=[O:46])[CH2:32][O:1][C:2]2[CH:3]=[C:4]([C:8]3[CH:13]=[CH:12][C:11]([C:14]([O:16][CH3:17])=[O:15])=[C:10]([CH3:18])[CH:9]=3)[CH:5]=[CH:6][CH:7]=2)=[O:26])[CH:25]=[CH:24][CH:23]=[CH:22][CH:21]=1 |f:2.3.4|. Procedure: In a manner similar to that of Example 1(i), by reaction of 1.5 g (6.2 mmol) of methyl 3′-hydroxy-3-methylbiphenyl-4-carboxylate with 3 g (6.88 mmol) of 3,4-bis(benzoyloxymethyl)benzyl bromide and 900 mg (6.4 mmol) of potassium carbonate, the desired product is obtained in the form of a yellow oil (m=3.69 g; Y=99%). Starting materials: [H-].[Na+] (sodium hydride), C1COCCOCCOCCOCCO1 (15-crown-5), FC=1C(=CNC1C=1C(=NC=CC1)F)CN(C(OC(C)(C)C)=O)C (tert-butyl {[4-fluoro-5-(2-fluoropyridin-3-yl)-1H-pyrrol-3-yl]methyl}methylcarbamate), CN1C(=NC=C1)S(=O)(=O)Cl (1-methyl-1H-imidazole-2-sulfonyl chloride). Run in O (water), O1CCCC1 (tetrahydrofuran), O1CCCC1 (tetrahydrofuran). Reaction conditions: time 0.5 hour. Yields the product FC=1C(=CN(C1C=1C(=NC=CC1)F)S(=O)(=O)C=1N(C=CN1)C)CN(C(OC(C)(C)C)=O)C (tert-butyl ({4-fluoro-5-(2-fluoropyridin-3-yl)-1-[(1-methyl-1H-imidazol-2-yl)sulfonyl]-1H-pyrrol-3-yl}methyl)methylcarbamate). The yield is 97.8%. Reaction SMILES: [H-].[Na+].C1OCCOCCOCCOCCOC1.[F:18][C:19]1[C:20]([CH2:31][N:32]([CH3:40])[C:33](=[O:39])[O:34][C:35]([CH3:38])([CH3:37])[CH3:36])=[CH:21][NH:22][C:23]=1[C:24]1[C:25]([F:30])=[N:26][CH:27]=[CH:28][CH:29]=1.[CH3:41][N:42]1[CH:46]=[CH:45][N:44]=[C:43]1[S:47](Cl)(=[O:49])=[O:48]>O1CCCC1.O>[F:18][C:19]1[C:20]([CH2:31][N:32]([CH3:40])[C:33](=[O:39])[O:34][C:35]([CH3:36])([CH3:37])[CH3:38])=[CH:21][N:22]([S:47]([C:43]2[N:42]([CH3:41])[CH:46]=[CH:45][N:44]=2)(=[O:49])=[O:48])[C:23]=1[C:24]1[C:25]([F:30])=[N:26][CH:27]=[CH:28][CH:29]=1 |f:0.1|. Procedure details: To a suspension of sodium hydride (60% in oil, 26 mg) in tetrahydrofuran (4 mL) were added dropwise 15-crown-5 (0.13 mL), a solution of tert-butyl {[4-fluoro-5-(2-fluoropyridin-3-yl)-1H-pyrrol-3-yl]methyl}methylcarbamate (162 mg) in tetrahydrofuran (1 mL) and 1-methyl-1H-imidazole-2-sulfonyl chloride (136 mg) under ice-cooling, and the mixture was stirred for 0.5 hr. The reaction mixture was diluted with water, and extracted with ethyl acetate. The separated aqueous layer was extracted again wit... Reactants: CCCCCC, COc1cc(OC)cc(OC)c1, ClC(Cl)Cl, O=S(=O)(O)Cl. Yields the product COc1cc(OC)c(S(=O)(=O)Cl)c(OC)c1. As a reaction SMILES: [CH3:18][CH2:19][CH2:20][CH2:21][CH2:22][CH3:23].[CH3:1][O:2][c:3]1[cH:4][c:5]([O:6][CH3:7])[cH:8][c:9]([O:10][CH3:11])[cH:12]1.[CH:24]([Cl:25])([Cl:26])[Cl:27].[Cl:13][S:14](=[O:15])(=[O:16])[OH:17]>>[CH3:1][O:2][c:3]1[c:4]([S:14]([Cl:13])(=[O:15])=[O:16])[c:5]([O:6][CH3:7])[cH:8][c:9]([O:10][CH3:11])[cH:12]1. Procedure details: Lithium hydroxide (1.02 g, 42.65 mmol) was added to a suspension of 5-(2-tert-butoxycarbonyl-ethyl)-3-methyl-1H-pyrrole-2-carboxylic acid ethyl ester (2.4 g, 8.53 mmol) in methanol (50 mL) and water (12 mL). Ethanol (4 mL) was added to the mixture (to aid solvation of the starting material) and it was stirred at room temperature for overnight. The reaction was diluted with water (20 mL), concentrated (to remove most of the alcohol) and extracted with ether. The aqueous layer was the acidified to... Conditions: time 8 hour. The reactants are [OH-].[Li+] (Lithium hydroxide), C(C)OC(=O)C=1NC(=CC1C)CCC(=O)OC(C)(C)C (5-(2-tert-butoxycarbonyl-ethyl)-3-methyl-1H-pyrrole-2-carboxylic acid ethyl ester), C(C)O (Ethanol). Yield: 98.4%. Reaction SMILES: [OH-].[Li+].[CH2:3]([O:5][C:6]([C:8]1[NH:9][C:10]([CH2:14][CH2:15][C:16]([O:18]C(C)(C)C)=[O:17])=[CH:11][C:12]=1[CH3:13])=[O:7])[CH3:4].C(O)C>CO.O>[CH2:3]([O:5][C:6]([C:8]1[NH:9][C:10]([CH2:14][CH2:15][C:16]([OH:18])=[O:17])=[CH:11][C:12]=1[CH3:13])=[O:7])[CH3:4] |f:0.1|. The solvent is CO (methanol), O (water), O (water). The product is C(C)OC(=O)C=1NC(=CC1C)CCC(=O)O (5-(2-carboxy-ethyl)-3-methyl-1H-pyrrole-2-carboxylic acid ethyl ester).